Dataset: the Open Reaction Database (ORD), a public repository of structured organic reaction records. Task: describe an organic reaction: reactants, conditions, products, and yield Run at temperature 50 celsius, time 8 hour. The product is Cl.COC=1C=C2C=CC(=C(C2=CC1)OC1=CC=C(OCCN2CCCCC2)C=C1)C=1SC(=CC1)C (1-(2-(4-(6-methoxy-2-(5-methylthiophen-2-yl)naphthalen-1-yloxy)phenoxy)ethyl)piperidine hydrochloride). The yield is 90.9%. Reaction SMILES: FC(F)(F)S(O[C:7]1[CH:16]=[CH:15][C:14]2[C:9](=[CH:10][CH:11]=[C:12]([O:17][CH3:18])[CH:13]=2)[C:8]=1[O:19][C:20]1[CH:25]=[CH:24][C:23]([O:26][CH2:27][CH2:28][N:29]2[CH2:34][CH2:33][CH2:32][CH2:31][CH2:30]2)=[CH:22][CH:21]=1)(=O)=O.[CH3:37][C:38]1[S:42][C:41](B(O)O)=[CH:40][CH:39]=1.[F-].[Cs+].C(=O)(O)[O-].[Na+].[ClH:53]>C(#N)C.C([O-])(=O)C.[Pd+2].C([O-])(=O)C.C1(P(C2CCCCC2)C2CCCCC2)CCCCC1>[ClH:53].[CH3:18][O:17][C:12]1[CH:13]=[C:14]2[C:9](=[CH:10][CH:11]=1)[C:8]([O:19][C:20]1[CH:25]=[CH:24][C:23]([O:26][CH2:27][CH2:28][N:29]3[CH2:30][CH2:31][CH2:32][CH2:33][CH2:34]3)=[CH:22][CH:21]=1)=[C:7]([C:41]1[S:42][C:38]([CH3:37])=[CH:39][CH:40]=1)[CH:16]=[CH:15]2 |f:2.3,4.5,8.9.10,12.13|. The solvent is C(C)#N (acetonitrile). Procedure: Suspend 6-methoxy-1-(4-(2-(piperidin-1-yl)ethoxy)phenoxy)naphthalen-2-yl trifluoromethanesulfonate (398.8 g; 758.8 mmol), 5-Methyl-2-thiopheneboronic Acid (224 g; 1.58 mol), and cesium fluoride (300 g; 1.97 mol) in acetonitrile (12 L). Degas the resulting suspension via gas inlet tube for 30 minutes while heating to 50° C. Treat the mixture with tricyclohexylphosphine (8 g; 28.5 mmol) and degas for 10 minutes, then treat with palladium (II) acetate (4 g; 17.8 mmol), degas for an additional 5 min... The reagents and catalysts are C1(CCCCC1)P(C1CCCCC1)C1CCCCC1 (tricyclohexylphosphine), C(C)(=O)[O-].[Pd+2].C(C)(=O)[O-] (palladium (II) acetate), C1(CCCCC1)P(C1CCCCC1)C1CCCCC1 (tricyclohexylphosphine), C(C)(=O)[O-].[Pd+2].C(C)(=O)[O-] (palladium (II) acetate). Starting materials: FC(S(=O)(=O)OC1=C(C2=CC=C(C=C2C=C1)OC)OC1=CC=C(C=C1)OCCN1CCCCC1)(F)F (6-methoxy-1-(4-(2-(piperidin-1-yl)ethoxy)phenoxy)naphthalen-2-yl trifluoromethanesulfonate), Cl (HCl), C([O-])(O)=O.[Na+] (sodium bicarbonate), CC1=CC=C(S1)B(O)O (5-Methyl-2-thiopheneboronic Acid), [F-].[Cs+] (cesium fluoride). Starting materials: CCCCCCCCCCCCCc1cc(C(=O)OCC)c[nH]1, CCO, [Na+], [OH-]. Product: CCCCCCCCCCCCCc1cc(C(=O)O)c[nH]1. RXN SMILES: [CH2:1]([CH2:2][CH2:3][CH2:4][CH2:5][CH2:6][CH2:7][CH2:8][CH2:9][CH2:10][CH2:11][CH2:12][CH3:13])[c:14]1[cH:15][c:16]([C:19](=[O:20])[O:21][CH2:22][CH3:23])[cH:17][nH:18]1.[CH3:26][CH2:27][OH:28].[Na+:25].[OH-:24]>>[CH2:1]([CH2:2][CH2:3][CH2:4][CH2:5][CH2:6][CH2:7][CH2:8][CH2:9][CH2:10][CH2:11][CH2:12][CH3:13])[c:14]1[cH:15][c:16]([C:19](=[O:20])[OH:21])[cH:17][nH:18]1. The reactants are ester, C(C)(=O)OCC (ethyl acetate), C1(=CC=CC=C1)C (toluene). Conditions: temperature 250 celsius. Yields the product CC(CCCC(=O)O)C (5-methylhexanoic acid). As a reaction SMILES: [C:1]([O:4]CC)(=[O:3])[CH3:2].[C:7]1([CH3:13])[CH:12]=CC=[CH:9][CH:8]=1>>[CH3:12][CH:7]([CH3:13])[CH2:8][CH2:9][CH2:2][C:1]([OH:4])=[O:3]. Procedure details: The crude ester prepared in example 1, is added to a mixture of ethyl acetate and toluene, and heated to 80° C. (range 400 to 100° C.) until dissolution. The solution is cooled to 2° C. (range 0° to 20° C.) to get a yellowish solid of (S)-3-(1,3,3-trimethylbicyclo[2.2.1]heptan-2-yl)carbonyl)methyl)-5-methylhexanoic acid (Fenchyl ester), which is filtered from the mixture. Reactants: ClCCCl, COc1cc(C=CC(=O)O)ccc1-n1cnc(C)c1, CCOC(C)=O, Cl, COc1ccc(C(=O)CN)cc1, CN(C)C=O, O, On1nnc2ccccc21. The product is COc1ccc(C(=O)CNC(=O)C=Cc2ccc(-n3cnc(C)c3)c(OC)c2)cc1. RXN SMILES: [CH2:1]([Cl:2])[CH2:3][Cl:4].[CH3:15][O:16][c:17]1[cH:18][c:19]([CH:29]=[CH:30][C:31](=[O:32])[OH:33])[cH:20][cH:21][c:22]1-[n:23]1[cH:24][n:25][c:26]([CH3:28])[cH:27]1.[CH3:53][CH2:54][O:55][C:56](=[O:57])[CH3:58].[ClH:34].[NH2:35][CH2:36][C:37](=[O:38])[c:39]1[cH:40][cH:41][c:42]([O:45][CH3:46])[cH:43][cH:44]1.[O:47]=[CH:48][N:49]([CH3:50])[CH3:51].[OH2:52].[OH:5][n:6]1[c:7]2[c:8]([cH:9][cH:10][cH:11][cH:12]2)[n:13][n:14]1>>[CH3:15][O:16][c:17]1[cH:18][c:19]([CH:29]=[CH:30][C:31](=[O:33])[NH:35][CH2:36][C:37](=[O:38])[c:39]2[cH:40][cH:41][c:42]([O:45][CH3:46])[cH:43][cH:44]2)[cH:20][cH:21][c:22]1-[n:23]1[cH:24][n:25][c:26]([CH3:28])[cH:27]1. The reactants are ClC1=CC(=C(C=C1)NC(NCC(=O)N)=S)C (2-[3-(4-chloro-2-methylphenyl)-thioureido]-acetamide), C(C)I (ethyl iodide). Run in Cl (hydrogen chloride). Product: ClC1=CC(=C(C=C1)N1C(=NCC1=O)SCC)C (3-(4-Chloro-2-methylphenyl)-2-ethylsulfanyl-3,5-dihydroimidazol-4-one), mono-hydrochloride. As a reaction SMILES: [Cl:1][C:2]1[CH:7]=[CH:6][C:5]([NH:8][C:9](=[S:15])[NH:10][CH2:11][C:12](N)=[O:13])=[C:4]([CH3:16])[CH:3]=1.[CH2:17](I)[CH3:18]>Cl>[Cl:1][C:2]1[CH:7]=[CH:6][C:5]([N:8]2[C:12](=[O:13])[CH2:11][N:10]=[C:9]2[S:15][CH2:17][CH3:18])=[C:4]([CH3:16])[CH:3]=1. Procedure details: The title compound was prepared by the procedure described in Example 6 using 18.0 g of 2-[3-(4-chloro-2-methylphenyl)-thioureido]-acetamide, and 25.0 g of ethyl iodide. The hydrochloride salt was prepared in ethereal hydrogen chloride. Crystallization from ethyl acetate afforded the title compound as an off-white solid, mono-hydrochloride (17.6 g), m.p. 166°-168° C. (dec.). Anal. Calcd. for. C12H13Cl N2O S. HCl: C, 47.22; H, 4.62; N, 9.18. Found: C, 47.24; H, 4.45; N, 9.05. Mass spectrum (+FAB,... Starting materials: O=C1NCCN1CCNc1ncc(Br)c(-c2cccs2)n1, CCOC(C)=O, OB(O)c1ccc(Cl)cc1, [Na+], [Na+], O=C([O-])[O-], C1COCCO1, O, c1ccc(P(c2ccccc2)(c2ccccc2)[Pd](P(c2ccccc2)(c2ccccc2)c2ccccc2)(P(c2ccccc2)(c2ccccc2)c2ccccc2)P(c2ccccc2)(c2ccccc2)c2ccccc2)cc1. Yields the product O=C1NCCN1CCNc1ncc(-c2ccc(Cl)cc2)c(-c2cccs2)n1. As a reaction SMILES: [Br:1][c:2]1[c:3](-[c:17]2[s:18][cH:19][cH:20][cH:21]2)[n:4][c:5]([NH:8][CH2:9][CH2:10][N:11]2[C:12](=[O:16])[NH:13][CH2:14][CH2:15]2)[n:6][cH:7]1.[CH3:44][CH2:45][O:46][C:47](=[O:48])[CH3:49].[Cl:22][c:23]1[cH:24][cH:25][c:26]([B:29]([OH:30])[OH:31])[cH:27][cH:28]1.[Na+:32].[Na+:33].[O-:34][C:35](=[O:36])[O-:37].[O:38]1[CH2:39][CH2:40][O:41][CH2:42][CH2:43]1.[OH2:50].[cH:51]1[cH:52][cH:53][c:54]([P:55]([Pd:56]([P:57]([c:58]2[cH:59][cH:60][cH:61][cH:62][cH:63]2)([c:64]2[cH:65][cH:66][cH:67][cH:68][cH:69]2)[c:70]2[cH:71][cH:72][cH:73][cH:74][cH:75]2)([P:76]([c:77]2[cH:78][cH:79][cH:80][cH:81][cH:82]2)([c:83]2[cH:84][cH:85][cH:86][cH:87][cH:88]2)[c:89]2[cH:90][cH:91][cH:92][cH:93][cH:94]2)[P:95]([c:96]2[cH:97][cH:98][cH:99][cH:100][cH:101]2)([c:102]2[cH:103][cH:104][cH:105][cH:106][cH:107]2)[c:108]2[cH:109][cH:110][cH:111][cH:112][cH:113]2)([c:114]2[cH:115][cH:116][cH:117][cH:118][cH:119]2)[c:120]2[cH:121][cH:122][cH:123][cH:124][cH:125]2)[cH:126][cH:127]1>>[c:2]1(-[c:26]2[cH:25][cH:24][c:23]([Cl:22])[cH:28][cH:27]2)[c:3](-[c:17]2[s:18][cH:19][cH:20][cH:21]2)[n:4][c:5]([NH:8][CH2:9][CH2:10][N:11]2[C:12](=[O:16])[NH:13][CH2:14][CH2:15]2)[n:6][cH:7]1. The reactants are O=C([O-])[O-], CCOC(C)=O, O=C(Cl)CCl, [K+], [K+], CC(C)(C)OC(=O)N1CCC(O)(CCN)CC1, O. Yields the product CC(C)(C)OC(=O)N1CCC(O)(CCNC(=O)CCl)CC1. As a reaction SMILES: [C:23](=[O:24])([O-:25])[O-:26].[CH3:29][CH2:30][O:31][C:32](=[O:33])[CH3:34].[Cl:1][CH2:2][C:3](=[O:4])[Cl:5].[K+:27].[K+:28].[NH2:6][CH2:7][CH2:8][C:9]1([OH:22])[CH2:10][CH2:11][N:12]([C:15](=[O:16])[O:17][C:18]([CH3:19])([CH3:20])[CH3:21])[CH2:13][CH2:14]1.[OH2:35]>>[Cl:1][CH2:2][C:3](=[O:4])[NH:6][CH2:7][CH2:8][C:9]1([OH:22])[CH2:10][CH2:11][N:12]([C:15](=[O:16])[O:17][C:18]([CH3:19])([CH3:20])[CH3:21])[CH2:13][CH2:14]1. The reactants are C(=O)(N1C=NC=C1)N1C=NC=C1 (1,1′-carbonyldiimidazole), BrC1=C(N)C=CC(=C1)C (2-bromo-4-methylaniline), CC1(OC[C@@H]([C@@H](O1)C1=CC=CC=C1)N)C ((4S,5S)-2,2-dimethyl-4-phenyl-1,3-dioxan-5-amine). The reagents and catalysts are CN(C1=CC=NC=C1)C (4-(dimethylamino)pyridine). Run in CN(C=O)C (N,N-dimethylformamide), CN(C=O)C (N,N-dimethylformamide). Run at temperature 25 celsius, time 15 minute. Yields the product BrC1=C(C=CC(=C1)C)NC(=O)N[C@@H]1[C@@H](OC(OC1)(C)C)C1=CC=CC=C1 (1-(2-Bromo-4-methyl-phenyl)-3-((4S,5S)-2,2-dimethyl-4-phenyl-[1,3]dioxan-5-yl)-urea). The yield is 19.8%. RXN SMILES: [C:1]([N:8]1[CH:12]=[CH:11]N=C1)([N:3]1[CH:7]=[CH:6]N=C1)=[O:2].[Br:13][C:14]1[CH:20]=[C:19]([CH3:21])[CH:18]=CC=1N.[CH3:22][C:23]1([CH3:36])[O:28][C@@H:27]([C:29]2[CH:34]=[CH:33][CH:32]=[CH:31][CH:30]=2)[C@@H](N)C[O:24]1>CN(C)C1C=CN=CC=1.CN(C)C=O>[Br:13][C:14]1[CH:20]=[C:19]([CH3:21])[CH:18]=[CH:11][C:12]=1[NH:8][C:1]([NH:3][C@H:7]1[CH2:6][O:24][C:23]([CH3:22])([CH3:36])[O:28][C@H:27]1[C:29]1[CH:30]=[CH:31][CH:32]=[CH:33][CH:34]=1)=[O:2]. Procedure: To a stirred solution of 285 mg (1.76 mmol) of 1,1′-carbonyldiimidazole and 5 mg (0.041 mmol) of 4-(dimethylamino)pyridine in N,N-dimethylformamide (3.0 mL) was added 0.22 mL (1.76 mmol) of 2-bromo-4-methylaniline. After stirring for 15 min at 25° C., the reaction was heated to 50° C. At 50° C., a solution of 184 mg (0.88 mmol) of (4S,5S)-amine 1 in N,N-dimethylformamide (1 mL) was added dropwise. The reaction was heated to 100° C. for 4 h and then cooled to 25° C. and partially concentrated und... Starting materials: [NH2-].[Na+] (sodium amide), O1C(CCCC1)OCCCC1(C2=C(CCC3=C1C=CC=C3)C=CC=C2)C#N (5-(3-(tetrahydropyran-2-yloxy)-1-propyl)-10,11-dihydro-5H-dibenzo[a,d]cycloheptene-5-carbonitrile), O (water). The solvent is C1(=CC=CC=C1)C (toluene), C1(=CC=CC=C1)C (toluene). Product: C1=CC=CC=2C(C3=C(CCC21)C=CC=C3)CCCOC3OCCCC3 (2-(3-(10,11-dihydro-5H-dibenzo[a,d]cyclohepten-5-yl)-1-propyloxy)tetrahydropyran). Yield: 81.1%. As a reaction SMILES: [NH2-].[Na+].[O:3]1[CH2:8][CH2:7][CH2:6][CH2:5][CH:4]1[O:9][CH2:10][CH2:11][CH2:12][C:13]1(C#N)[C:19]2[CH:20]=[CH:21][CH:22]=[CH:23][C:18]=2[CH2:17][CH2:16][C:15]2[CH:24]=[CH:25][CH:26]=[CH:27][C:14]1=2.O>C1(C)C=CC=CC=1>[CH:24]1[C:15]2[CH2:16][CH2:17][C:18]3[CH:23]=[CH:22][CH:21]=[CH:20][C:19]=3[CH:13]([CH2:12][CH2:11][CH2:10][O:9][CH:4]3[CH2:5][CH2:6][CH2:7][CH2:8][O:3]3)[C:14]=2[CH:27]=[CH:26][CH:25]=1 |f:0.1|. Procedure details: Under nitrogen, sodium amide (3.5 g, 0.045 mol, 50% suspension in toluene) was added to a 100 ml three-necked roundbottom flask. The above nitrile (4.0 g, 0.011 mol) was dissolved in dry toluene (50 ml) and added. The reaction mixture was heated at reflux temperature for 16 h. After cooling to room temperature, water was added with caution (100 ml). More toluene was added and the organic phase was washed with dilute HCl. After drying (MgSO4), the organic phase was evaporated in vacuo affording 3...